Dataset: the Open Reaction Database (ORD), a public repository of structured organic reaction records. Task: describe an organic reaction: reactants, conditions, products, and yield Reactants: CC=1SC(=CC1)SCC(=O)O (2-(2-methylthien-5-ylthio)acetic acid), C(CCC)[Li] (butyllithium), [N+](=O)(OCCC(C)C)[O-] (isoamyl nitrate). Run in CCCCCC (hexane). Product: CC=1SC(=CC1)SC[N+](=O)[O-] (2-methyl-5-(nitromethylthio)thiophene). The yield is 9.0%. RXN SMILES: [CH3:1][C:2]1[S:3][C:4]([S:7][CH2:8]C(O)=O)=[CH:5][CH:6]=1.C([Li])CCC.[N+:17]([O-])([O:19]CCC(C)C)=[O:18]>CCCCCC>[CH3:1][C:2]1[S:3][C:4]([S:7][CH2:8][N+:17]([O-:19])=[O:18])=[CH:5][CH:6]=1. Procedure: The starting material was obtained using a similar procedure to that described for that in Example 9, but starting with 2-(2-methylthien-5-ylthio)acetic acid (described in Zh. Obsch. Khim. 1959, 29, 3631; 8.87 g), adding the butyllithium in hexane at -30° C. and the isoamyl nitrate at 0° C. The product 2-methyl-5-(nitromethylthio)thiophene, was obtained as an oil in 9% yield after column chromatography eluting with 10% ethyl acetate/hexane; NMR: 2.48 (s,3H), 5.38 (s,2H), 6.7 (m,1H), 7.1 (d,1H). Starting materials: C(C)OC(=O)C1=CC2=C(C=3CCN(CCC3S2)C(=O)OCC)N1 (4,5,7,8-Tetrahydro-3H-9-thia-3,6-diaza-cyclopenta[a]azulene-2,6-dicarboxylic acid diethyl ester), [OH-].[K+] (KOH). The solvent is CCO (EtOH). Conditions: temperature 50 celsius, time 12 hour. The product is C(C)OC(=O)N1CCC=2SC3=C(C2CC1)NC(=C3)C(=O)O (4,5,7,8-Tetrahydro-3H-9-thia-3,6-diaza-cyclopenta[a]azulene-2,6-dicarboxylic acid 6-ethyl ester). Isolated yield 94.8%. RXN SMILES: C([O:3][C:4]([C:6]1[NH:23][C:9]2[C:10]3[CH2:11][CH2:12][N:13]([C:18]([O:20][CH2:21][CH3:22])=[O:19])[CH2:14][CH2:15][C:16]=3[S:17][C:8]=2[CH:7]=1)=[O:5])C.[OH-].[K+]>CCO>[CH2:21]([O:20][C:18]([N:13]1[CH2:12][CH2:11][C:10]2[C:9]3[NH:23][C:6]([C:4]([OH:5])=[O:3])=[CH:7][C:8]=3[S:17][C:16]=2[CH2:15][CH2:14]1)=[O:19])[CH3:22] |f:1.2|. Procedure: To a stirred solution of the product from step (e) (3.45 g, 10.26 mmol) in EtOH (120 ml) was added 2M KOH (50 ml). The reaction mixture was heated to 50° C. for 6 hours and then allowed to cool to RT. The reaction mixture was then stirred at RT for an additional 12 hours. The MeOH was then evaporated in vacuo and the remaining aqueous mixture was diluted with additional water (50 ml). The aqueous mixture was washed with EtOAc (2×). The aqueous mixture was then acidified with 2M HCl to pH 2 and e... The reactants are C(C)OC(CN1N=C(C(=C1CC)CC1=C2CCCC2=C(C(=C1)C)OC)CC)=O ([3,5-Diethyl-4-(7-methoxy-6-methyl-indan-4-ylmethyl)-pyrazol-1-yl]-acetic acid ethyl ester), O.NN (Hydrazine hydrate). Solvent: O (water). Run at temperature 62.5 celsius. Yields the product C(C)C1=NN(C(=C1CC1=C2CCCC2=C(C(=C1)C)OC)CC)CC(=O)NN ([3,5-Diethyl-4-(7-methoxy-6-methyl-indan-4-ylmethyl)-pyrazol-1-yl]-acetic acid hydrazide). Isolated yield 91.4%. RXN SMILES: C([O:3][C:4](=O)[CH2:5][N:6]1[C:10]([CH2:11][CH3:12])=[C:9]([CH2:13][C:14]2[CH:22]=[C:21]([CH3:23])[C:20]([O:24][CH3:25])=[C:19]3[C:15]=2[CH2:16][CH2:17][CH2:18]3)[C:8]([CH2:26][CH3:27])=[N:7]1)C.O.[NH2:30][NH2:31]>O>[CH2:26]([C:8]1[C:9]([CH2:13][C:14]2[CH:22]=[C:21]([CH3:23])[C:20]([O:24][CH3:25])=[C:19]3[C:15]=2[CH2:16][CH2:17][CH2:18]3)=[C:10]([CH2:11][CH3:12])[N:6]([CH2:5][C:4]([NH:30][NH2:31])=[O:3])[N:7]=1)[CH3:27] |f:1.2|. Procedure details: A stirred suspension of [3,5-Diethyl-4-(7-methoxy-6-methyl-indan-4-ylmethyl)-pyrazol-1-yl]-acetic acid ethyl ester (3.3 gm, 0.0085 mole) and 99% Hydrazine hydrate (33 ml) was heated at 60-65° C. for 3 hours. The reaction mixture was poured into water (200 ml), stirred for an hour and then filtered. The obtained solid was stirred in Methanol (10 ml), filtered and dried to give 2.9 gm of desired product as a solid. Reactants: CC(C)Br, CN(C)C=O, CO, ClCCl, Cc1cccnc1CNc1nc(F)nc2[nH]cnc12, [K+], [K+], O=C([O-])[O-]. The product is Cc1cccnc1CNc1nc(F)nc2c1ncn2C(C)C. Reaction SMILES: [Br:26][CH:27]([CH3:28])[CH3:29].[CH3:33][N:34]([CH3:35])[CH:36]=[O:37].[CH3:38][OH:39].[Cl:30][CH2:31][Cl:32].[F:1][c:2]1[n:3][c:4]([NH:11][CH2:12][c:13]2[n:14][cH:15][cH:16][cH:17][c:18]2[CH3:19])[c:5]2[n:6][cH:7][nH:8][c:9]2[n:10]1.[K+:20].[K+:21].[O-:22][C:23]([O-:24])=[O:25]>>[F:1][c:2]1[n:3][c:4]([NH:11][CH2:12][c:13]2[n:14][cH:15][cH:16][cH:17][c:18]2[CH3:19])[c:5]2[n:6][cH:7][n:8]([CH:27]([CH3:28])[CH3:29])[c:9]2[n:10]1.